Dataset: the Open Reaction Database (ORD), a public repository of structured organic reaction records. Task: describe an organic reaction: reactants, conditions, products, and yield The reactants are C(C)(=O)C=1C(=NC2=CC=CC=C2C1O)O (3-acetyl-2,4-dihydroxyquinoline), C(C1=CC=NC=C1)(=O)NN (isonicotinic acid hydrazide). Run in CCOCCO (ethyl cellosolve). The product is C(C1=CC=NC=C1)(=O)NN=C(C)C=1C(=NC2=CC=CC=C2C1O)O (3-acetyl-2,4-dihydroxyquinoline isonicotinoylhydrazone). The yield is 84.5%. Reaction SMILES: [C:1]([C:4]1[C:5]([OH:15])=[N:6][C:7]2[C:12]([C:13]=1[OH:14])=[CH:11][CH:10]=[CH:9][CH:8]=2)(=O)[CH3:2].[C:16]([NH:24][NH2:25])(=[O:23])[C:17]1[CH:22]=[CH:21][N:20]=[CH:19][CH:18]=1>CCOCCO>[C:16]([NH:24][N:25]=[C:1]([C:4]1[C:5]([OH:15])=[N:6][C:7]2[C:12]([C:13]=1[OH:14])=[CH:11][CH:10]=[CH:9][CH:8]=2)[CH3:2])(=[O:23])[C:17]1[CH:22]=[CH:21][N:20]=[CH:19][CH:18]=1. Procedure details: 20.3 g of 3-acetyl-2,4-dihydroxyquinoline and 13.8 g of isonicotinic acid hydrazide are condensed in 180 ml of ethyl cellosolve analogously to Example 1, yielding 27.2 g of 3-acetyl-2,4-dihydroxyquinoline isonicotinoylhydrazone. 3.2 g of this product are suspended in 25 ml of dimethylformamide and treated with a solution of 2.7 g of nickel(II) acetate·4H2O in dimethylformamide. The resulting mixture is stirred for 2 hours at 80°-90° C. and the product is then isolated by filtration and subsequen... Reactants: CN(C(=O)N1CCC2=C(CC1)C=C(C=C2)N)C (7-Amino-1,2,4,5-tetrahydro-benzo[d]azepin-3-carboxylic acid dimethylamide), ClC1=NC=C(C(=N1)NC1=C(C(=O)NC)C=CC=C1)Cl (2-(2,5-dichloro-pyrimidin-4-ylamino)-N-methyl-benzamide), Cl (HCl), O1CCOCC1 (dioxane). The solvent is CC(C)O (IPA). Conditions: temperature 120 celsius. The product is CN(C(=O)N1CCC2=C(CC1)C=C(C=C2)NC2=NC=C(C(=N2)NC2=C(C=CC=C2)C(NC)=O)Cl)C (7-[5-chloro-4-(2-methylcarbamoyl-phenylamino)-pyrimidin-2-ylamino]-1,2,4,5-tetrahydro-benzo[d]azepine-3-carboxylic acid dimethylamide). Isolated yield 80.9%. As a reaction SMILES: [CH3:1][N:2]([CH3:17])[C:3]([N:5]1[CH2:11][CH2:10][C:9]2[CH:12]=[C:13]([NH2:16])[CH:14]=[CH:15][C:8]=2[CH2:7][CH2:6]1)=[O:4].Cl[C:19]1[N:24]=[C:23]([NH:25][C:26]2[CH:35]=[CH:34][CH:33]=[CH:32][C:27]=2[C:28]([NH:30][CH3:31])=[O:29])[C:22]([Cl:36])=[CH:21][N:20]=1.Cl.O1CCOCC1>CC(O)C>[CH3:1][N:2]([CH3:17])[C:3]([N:5]1[CH2:11][CH2:10][C:9]2[CH:12]=[C:13]([NH:16][C:19]3[N:24]=[C:23]([NH:25][C:26]4[CH:35]=[CH:34][CH:33]=[CH:32][C:27]=4[C:28](=[O:29])[NH:30][CH3:31])[C:22]([Cl:36])=[CH:21][N:20]=3)[CH:14]=[CH:15][C:8]=2[CH2:7][CH2:6]1)=[O:4]. Procedure details: 7-Amino-1,2,4,5-tetrahydro-benzo[d]azepin-3-carboxylic acid dimethylamide (80 mg, 0.343 mmol, 1.0 eq) and 2-(2,5-dichloro-pyrimidin-4-ylamino)-N-methyl-benzamide (112 mg, 0.378 mmol, 1.1 eq) were dissolved in IPA (3 mL). 4.0 M HCl in dioxane (94.5 μL, 0.378 mmol, 1.1 eq) was added and the reaction was heated at 120° C. in a microwave for 10 minutes. The reaction was then concentrated under reduced pressure and the residue was taken up in CH2Cl2 (20 mL) and washed with sat. NaHCO3 (20 mL). The or... Product: Cl.C(C1=CC=CC=C1)SC1=CC=C(C=C1)C(COCCN(C)C)O (1-(4-benzylthiophenyl)-2-[2-(N,N-dimethylamino)ethoxy]ethanol hydrochloride). Reaction SMILES: [CH2:1]([S:8][C:9]1[CH:14]=[CH:13][C:12]([CH:15]([OH:21])[CH2:16][O:17][CH2:18][CH2:19][Cl:20])=[CH:11][CH:10]=1)[C:2]1[CH:7]=[CH:6][CH:5]=[CH:4][CH:3]=1.[CH3:22][NH:23][CH3:24].[I-].[K+].C(=O)([O-])[O-].[K+].[K+]>O.C(OCC)(=O)C.C(O)C>[ClH:20].[CH2:1]([S:8][C:9]1[CH:14]=[CH:13][C:12]([CH:15]([OH:21])[CH2:16][O:17][CH2:18][CH2:19][N:23]([CH3:24])[CH3:22])=[CH:11][CH:10]=1)[C:2]1[CH:7]=[CH:6][CH:5]=[CH:4][CH:3]=1 |f:2.3,4.5.6,10.11|. Starting materials: CNC (dimethylamine), C(C1=CC=CC=C1)SC1=CC=C(C=C1)C(COCCCl)O (1-(4-benzylthiophenyl)-2-(2-chloroethoxy)ethanol), CNC (dimethylamine), [I-].[K+] (potassium iodide), C([O-])([O-])=O.[K+].[K+] (potassium carbonate). Procedure: A mixture of 600 mg of 1-(4-benzylthiophenyl)-2-(2-chloroethoxy)ethanol, 4 ml of a 50% aqueous dimethylamine solution, 310 mg of potassium iodide and 5 ml of ethanol was refluxed for 4 hours. To the reaction mixture was further added 4 ml of a 50% aqueous dimethylamine solution. The resulting mixture was refluxed for 4 hours. The reaction mixture was cooled to room temperature. The solvent was removed by distillation under reduced pressure. To the residue thus obtained were added 30 ml of ethyl ... Solvent: O (water), C(C)(=O)OCC (ethyl acetate), C(C)O (ethanol). Starting materials: ClCCCI, [H-], O=C1CCc2cc([N+](=O)[O-])ccc2N1, [Na+], CN(C)C=O, O. Product: O=C1CCc2cc([N+](=O)[O-])ccc2N1CCCCl. As a reaction SMILES: [Cl:17][CH2:18][CH2:19][CH2:20][I:21].[H-:15].[N+:1](=[O:2])([O-:3])[c:4]1[cH:5][c:6]2[c:11]([cH:12][cH:13]1)[NH:10][C:9](=[O:14])[CH2:8][CH2:7]2.[Na+:16].[O:22]=[CH:23][N:24]([CH3:25])[CH3:26].[OH2:27]>>[N+:1](=[O:2])([O-:3])[c:4]1[cH:5][c:6]2[c:11]([cH:12][cH:13]1)[N:10]([CH2:20][CH2:19][CH2:18][Cl:17])[C:9](=[O:14])[CH2:8][CH2:7]2. Reactants: Nc1ccc(Br)cc1F, COC(=O)c1ccn2cncc2c1Cl, Cc1ccccc1, [K+], [K+], [K+], O=C(C=Cc1ccccc1)C=Cc1ccccc1, O=C(C=Cc1ccccc1)C=Cc1ccccc1, O=C(C=Cc1ccccc1)C=Cc1ccccc1, O=P([O-])([O-])[O-], [Pd], [Pd]. Product: COC(=O)c1ccn2cncc2c1Nc1ccc(Br)cc1F. RXN SMILES: [Br:15][c:16]1[cH:17][c:18]([F:23])[c:19]([NH2:20])[cH:21][cH:22]1.[CH3:1][O:2][C:3](=[O:4])[c:5]1[c:6]([Cl:14])[c:7]2[n:8]([cH:9][cH:10]1)[cH:11][n:12][cH:13]2.[CH3:32][c:33]1[cH:34][cH:35][cH:36][cH:37][cH:38]1.[K+:29].[K+:30].[K+:31].[O:41]=[C:42]([CH:43]=[CH:44][c:45]1[cH:46][cH:47][cH:48][cH:49][cH:50]1)[CH:51]=[CH:52][c:53]1[cH:54][cH:55][cH:56][cH:57][cH:58]1.[O:59]=[C:60]([CH:61]=[CH:62][c:63]1[cH:64][cH:65][cH:66][cH:67][cH:68]1)[CH:69]=[CH:70][c:71]1[cH:72][cH:73][cH:74][cH:75][cH:76]1.[O:77]=[C:78]([CH:79]=[CH:80][c:81]1[cH:82][cH:83][cH:84][cH:85][cH:86]1)[CH:87]=[CH:88][c:89]1[cH:90][cH:91][cH:92][cH:93][cH:94]1.[P:24]([O-:25])([O-:26])([O-:27])=[O:28].[Pd:39].[Pd:40]>>[CH3:1][O:2][C:3](=[O:4])[c:5]1[c:6]([NH:20][c:19]2[c:18]([F:23])[cH:17][c:16]([Br:15])[cH:22][cH:21]2)[c:7]2[n:8]([cH:9][cH:10]1)[cH:11][n:12][cH:13]2. The reactants are COC(=O)C1(CC(CCCl)=C(C)C)C(=O)C=C(OC(C)C)CC1C, CN(C)P(=O)(N(C)C)N(C)C, [Cl-], [Li+], O. Product: CC(C)=C1CCC2(C1)C(=O)C=C(OC(C)C)CC2C. RXN SMILES: [C:3]([CH3:4])([CH3:5])=[C:6]([CH2:7][C:8]1([C:21]([O:22][CH3:23])=[O:26])[C:9](=[O:19])[CH:10]=[C:11]([O:15][CH:16]([CH3:17])[CH3:18])[CH2:12][CH:13]1[CH3:14])[CH2:24][CH2:25][Cl:20].[CH3:28][N:29]([CH3:30])[P:31](=[O:32])([N:33]([CH3:34])[CH3:35])[N:36]([CH3:37])[CH3:38].[Cl-:2].[Li+:1].[OH2:27]>>[C:3]([CH3:4])([CH3:5])=[C:6]1[CH2:7][C:8]2([C:9](=[O:19])[CH:10]=[C:11]([O:15][CH:16]([CH3:17])[CH3:18])[CH2:12][CH:13]2[CH3:14])[CH2:25][CH2:24]1.